The task is: describe an organic reaction: reactants, conditions, products, and yield. This data is from the Open Reaction Database (ORD), a public repository of structured organic reaction records. Starting materials: Cc1ccc2c3c(ccc2n1)OCC(COS(=O)(=O)c1ccc(Br)cc1)O3, O=C([O-])O, CS(C)=O, CCN(C(C)C)C(C)C, Clc1ccc(N2CCNCC2)cc1, Cl, Cl, [Na+]. Product: Cc1ccc2c3c(ccc2n1)OCC(CN1CCN(c2ccc(Cl)cc2)CC1)O3. RXN SMILES: [Br:1][c:2]1[cH:3][cH:4][c:5]([S:6]([O:7][CH2:12][CH:13]2[CH2:14][O:15][c:16]3[c:17]([c:18]4[cH:19][cH:20][c:21]([CH3:26])[n:22][c:23]4[cH:24][cH:25]3)[O:27]2)(=[O:8])=[O:9])[cH:10][cH:11]1.[C:56](=[O:57])([OH:58])[O-:59].[CH3:52][S:53]([CH3:54])=[O:55].[CH:43]([N:44]([CH2:45][CH3:46])[CH:47]([CH3:48])[CH3:49])([CH3:50])[CH3:51].[Cl:30][c:31]1[cH:32][cH:33][c:34]([N:37]2[CH2:38][CH2:39][NH:40][CH2:41][CH2:42]2)[cH:35][cH:36]1.[ClH:28].[ClH:29].[Na+:60]>>[CH2:12]([CH:13]1[CH2:14][O:15][c:16]2[c:17]([c:18]3[cH:19][cH:20][c:21]([CH3:26])[n:22][c:23]3[cH:24][cH:25]2)[O:27]1)[N:40]1[CH2:39][CH2:38][N:37]([c:34]2[cH:33][cH:32][c:31]([Cl:30])[cH:36][cH:35]2)[CH2:42][CH2:41]1. Starting materials: ClC1=C(C(=CC(=C1)N)Cl)O (2,6-dichloro-4-aminophenol), [OH-].[K+] (potassium hydroxide), FC(C(=C(F)F)F)(F)F (hexafluoropropene), NC1=CC=CC=C1 (aniline). The solvent is O1CCCC1 (tetrahydrofuran). Conditions: time 25 minute. Product: ClC=1C=C(N)C=C(C1OC(C(C(F)(F)F)F)(F)F)Cl (3,5-dichloro-4-(1,1,2,3,3,3-hexafluoropropoxy)aniline), ClC=1C=C(N)C=C(C1OC(=C(C(F)(F)F)F)F)Cl (3,5-dichloro-4-(1,2,3,3,3-pentafluoropropenoxy)aniline). As a reaction SMILES: [Cl:1][C:2]1[CH:7]=[C:6]([NH2:8])[CH:5]=[C:4]([Cl:9])[C:3]=1[OH:10].[OH-].[K+].[F:13][C:14]([F:21])([F:20])[C:15]([F:19])=[C:16]([F:18])[F:17].NC1C=CC=CC=1>O1CCCC1>[Cl:1][C:2]1[CH:7]=[C:6]([CH:5]=[C:4]([Cl:9])[C:3]=1[O:10][C:16]([F:18])([F:17])[CH:15]([F:19])[C:14]([F:21])([F:20])[F:13])[NH2:8].[Cl:1][C:2]1[CH:7]=[C:6]([CH:5]=[C:4]([Cl:9])[C:3]=1[O:10][C:16]([F:17])=[C:15]([F:19])[C:14]([F:21])([F:20])[F:13])[NH2:8] |f:1.2|. Procedure: To 1.1 liters of tetrahydrofuran containing 44.5 g of 2,6-dichloro-4-aminophenol and 3.2 g potassium hydroxide, was added subsurface 38.7 g of hexafluoropropene. The addition was complete in 25 minutes at a temperature of 8-11° C. Analysis by liquid chromatography indicates no starting aniline present. Most of the THF was removed under vacuum, 500 mL water was added and the resulting mixture was extracted 3×500 mL ethyl ether. The combined extracts were washed with 2×100 mL 1N NaOH, 2×200 mL bri... Starting materials: CNC(=O)c1cc(Oc2ccc(NC(=O)Nc3cc(C(C)(C)C)nn3-c3cccc(CO)c3)c(F)c2)ccn1, COCC(=O)Cl, CCOC(C)=O, ClCCl. Yields the product CNC(=O)c1cc(Oc2ccc(NC(=O)Nc3cc(C(C)(C)C)nn3-c3cccc(COC(=O)COC)c3)c(F)c2)ccn1. As a reaction SMILES: [C:1]([CH3:2])([CH3:3])([CH3:4])[c:5]1[n:6][n:7](-[c:32]2[cH:33][c:34]([CH2:38][OH:39])[cH:35][cH:36][cH:37]2)[c:8]([NH:10][C:11](=[O:12])[NH:13][c:14]2[c:15]([F:31])[cH:16][c:17]([O:18][c:19]3[cH:20][c:21]([C:25](=[O:26])[NH:27][CH3:28])[n:22][cH:23][cH:24]3)[cH:29][cH:30]2)[cH:9]1.[CH3:40][O:41][CH2:42][C:43](=[O:44])[Cl:45].[CH3:49][CH2:50][O:51][C:52]([CH3:53])=[O:54].[Cl:46][CH2:47][Cl:48]>>[C:1]([CH3:2])([CH3:3])([CH3:4])[c:5]1[n:6][n:7](-[c:32]2[cH:33][c:34]([CH2:38][O:39][C:43]([CH2:42][O:41][CH3:40])=[O:44])[cH:35][cH:36][cH:37]2)[c:8]([NH:10][C:11](=[O:12])[NH:13][c:14]2[c:15]([F:31])[cH:16][c:17]([O:18][c:19]3[cH:20][c:21]([C:25](=[O:26])[NH:27][CH3:28])[n:22][cH:23][cH:24]3)[cH:29][cH:30]2)[cH:9]1. The reactants are ice, [OH-].[Na+] (sodium hydroxide), N1=CC=CC=2C(=CC=CC12)N (quinolin-5-amine), [N+](=O)([O-])C=1C=C(C=CC1)S(=O)(=O)[O-].[Na+] (sodium 3-nitrobenzenesulfonate), C(\C=C\C)=O (Crotonaldehyde). The solvent is OS(=O)(=O)O.O=S(=O)=O (oleum), O (water). Run at temperature 105 celsius. Product: CC1=NC2=C3C=CC=NC3=CC=C2C=C1 (2-methyl-1,7-phenanthroline). Yield: 84.5%. Reaction SMILES: [N+]([C:4]1[CH:5]=C(S([O-])(=O)=O)C=[CH:8][CH:9]=1)([O-])=O.[Na+].[N:15]1[C:24]2[CH:23]=[CH:22][CH:21]=[C:20]([NH2:25])[C:19]=2[CH:18]=[CH:17][CH:16]=1.C(=O)/C=C/C.[OH-].[Na+]>OS(O)(=O)=O.O=S(=O)=O.O>[CH3:8][C:9]1[CH:4]=[CH:5][C:21]2[C:20](=[C:19]3[C:24](=[CH:23][CH:22]=2)[N:15]=[CH:16][CH:17]=[CH:18]3)[N:25]=1 |f:0.1,4.5,6.7|. Reported procedure: To a mixture of sodium 3-nitrobenzenesulfonate (2.88 g, 12.8 mmol) in oleum (12 mL) and water (12 mL) was added quinolin-5-amine (3.09 g, 21.4 mmol). The mixture was stirred and heated to 105° C. Crotonaldehyde (3.00 g, 42.8 mmol) was added dropwise over 15 min. The resulting mixture was stirred at 105° C. for 16 h. The mixture was then poured into ice (50 g), and the pH value was adjusted to 11 with 1 N aqueous sodium hydroxide solution. The mixture was extracted with EtOAc (3×60 mL), and the c... Starting materials: C(C1=CC=CC=C1)N1C(=NC=C1)C(C(P(O)(=O)O)O)P(O)(=O)O (2-(1-benzylimidazol-2-yl)-1-hydroxyethanediphosphonic acid), [Cl-].[NH4+] (ammonium chloride), [Na] (sodium). Solvent: liquid, N (ammonia). The product is N1C(=NC=C1)C(C(P(O)(=O)O)O)P(O)(=O)O (2-(imidazol-2-yl)-1-hydroxyethanediphosphonic acid). Reaction SMILES: C([N:8]1[CH:12]=[CH:11][N:10]=[C:9]1[CH:13]([P:20]([OH:23])(=[O:22])[OH:21])[CH:14]([OH:19])[P:15]([OH:18])(=[O:17])[OH:16])C1C=CC=CC=1.[Na].[Cl-].[NH4+]>N>[NH:8]1[CH:12]=[CH:11][N:10]=[C:9]1[CH:13]([P:20]([OH:23])(=[O:21])[OH:22])[CH:14]([OH:19])[P:15]([OH:17])(=[O:16])[OH:18] |f:2.3,^1:23|. Reported procedure: 3.4 g (0.0094 mole) of 2-(1-benzylimidazol-2-yl)-1-hydroxyethanediphosphonic acid are dissolved in 40 ml of liquid ammonia and then 1 g of sodium is added gradually, with stirring, in small portions until the blue colour of the solution is maintained for some considerable time. Then 2.35 g of ammonium chloride are added in portions. The ammonia is then removed by evaporation, the residue is taken up in 20 ml of hot water, the solution is filtered and then 10 ml of concentrated hydrochloric acid ... The reactants are BrCCN(C1=CC=C(C=C1)N1C(C2=CC=CC=3C2=C(C1=O)C=CC3[N+](=O)[O-])=O)CC (2-{4-[(2-bromoethyl)(ethyl)amino]phenyl}-6-nitro-1H-benzo[de]isoquinolin-1,3-(2H)-dione), CN1C=NC=C1 (N-methylimidazole). The solvent is C(C)#N (acetonitrile). Run at time 2 hour. Yields the product [Br-].C(C)N(C1=CC=C(C=C1)N1C(C2=CC=CC=3C2=C(C1=O)C=CC3[N+](=O)[O-])=O)CC[N+]3=CN(C=C3)C (3-{2-[ethyl-4-(6-nitro-1,3-diketo-1H-benzo[de]isoquinolin-2-(3H)-yl)anilino]ethyl}-1-methyl-1H-imidazol-3-ium bromide). RXN SMILES: [Br:1][CH2:2][CH2:3][N:4]([CH2:29][CH3:30])[C:5]1[CH:10]=[CH:9][C:8]([N:11]2[C:20](=[O:21])[C:19]3[CH:22]=[CH:23][C:24]([N+:25]([O-:27])=[O:26])=[C:17]4[C:18]=3[C:13](=[CH:14][CH:15]=[CH:16]4)[C:12]2=[O:28])=[CH:7][CH:6]=1.[CH3:31][N:32]1[CH:36]=[CH:35][N:34]=[CH:33]1>C(#N)C>[Br-:1].[CH2:29]([N:4]([CH2:3][CH2:2][N+:34]1[CH:35]=[CH:36][N:32]([CH3:31])[CH:33]=1)[C:5]1[CH:10]=[CH:9][C:8]([N:11]2[C:20](=[O:21])[C:19]3[CH:22]=[CH:23][C:24]([N+:25]([O-:27])=[O:26])=[C:17]4[C:18]=3[C:13](=[CH:14][CH:15]=[CH:16]4)[C:12]2=[O:28])=[CH:7][CH:6]=1)[CH3:30] |f:3.4|. Procedure: 0.5 g (1.07 mmol) of 2-{4-[(2-bromoethyl)(ethyl)amino]phenyl}-6-nitro-1H-benzo[de]isoquinolin-1,3-(2H)-dione was dissolved in 40 mL of acetonitrile. After the addition of 0.44 g (5.35 mmol) of N-methylimidazole, the mixture was stirred for 2 hours at reflux. Following removal of the solvent under vacuum, the precipitate was filtered off, washed with ethyl acetate and dried. Yield: 0.32 g (54% of the theoretical), red-brown powder. UV/Vis (DMSO): λmax: 409, 520 nm